Dataset: the Open Reaction Database (ORD), a public repository of structured organic reaction records. Task: describe an organic reaction: reactants, conditions, products, and yield The reactants are C(O)([O-])=O.[Na+] (sodium hydrogencarbonate), C(#N)C1=CC=C(CBr)C=C1 (4-cyanobenzyl bromide), C(C)(C)N(CC)C(C)C (diisopropylethylamine), Cl.Cl.Cl.[N+](=O)([O-])C1=CC=C(C=C1)N1CCC(CC1)N[C@H]1C[C@H](NC1)C(=O)N1CSCC1 (3-{(2S,4S)-4-[1-(4-nitrophenyl)-4-piperidinyl]amino-2-pyrrolidinylcarbonyl}-1,3-thiazolidine trihydrochloride), CN1C(CCC1)=O (N-methyl-2-pyrrolidone). Reaction conditions: temperature 80 celsius, time 8 hour. The product is C(C)(C)(C)OC(=O)N1[C@@H](C[C@@H](C1)N(C1CCN(CC1)C1=CC=C(C=C1)[N+](=O)[O-])CC1=CC=C(C=C1)C#N)C(=O)N1CSCC1 (3-{(2S,4S)-1-tert-butoxycarbonyl-4-{N-(4-cyanophenylmethyl)-N-[1-(4-nitrophenyl)-4-piperidinyl]amino}-2-pyrrolidinylcarbonyl}-1,3-thiazolidine). As a reaction SMILES: Cl.Cl.Cl.[N+:4]([C:7]1[CH:12]=[CH:11][C:10]([N:13]2[CH2:18][CH2:17][CH:16]([NH:19][C@@H:20]3[CH2:24][NH:23][C@H:22]([C:25]([N:27]4[CH2:31][CH2:30][S:29][CH2:28]4)=[O:26])[CH2:21]3)[CH2:15][CH2:14]2)=[CH:9][CH:8]=1)([O-:6])=[O:5].[C:32]([C:34]1[CH:41]=[CH:40][C:37]([CH2:38]Br)=[CH:36][CH:35]=1)#[N:33].C(N([CH:48]([CH3:50])[CH3:49])CC)(C)C.[C:51](=[O:54])([O-])[OH:52].[Na+].[CH3:56]N1CCCC1=O>>[C:48]([O:52][C:51]([N:23]1[CH2:24][C@@H:20]([N:19]([CH2:38][C:37]2[CH:40]=[CH:41][C:34]([C:32]#[N:33])=[CH:35][CH:36]=2)[CH:16]2[CH2:15][CH2:14][N:13]([C:10]3[CH:11]=[CH:12][C:7]([N+:4]([O-:6])=[O:5])=[CH:8][CH:9]=3)[CH2:18][CH2:17]2)[CH2:21][C@H:22]1[C:25]([N:27]1[CH2:31][CH2:30][S:29][CH2:28]1)=[O:26])=[O:54])([CH3:50])([CH3:56])[CH3:49] |f:0.1.2.3,6.7|. Reported procedure: The product (1.01 g) of Example 156 (3) was dissolved in N-methyl-2-pyrrolidone (6 mL), and 4-cyanobenzyl bromide (0.392 g) and diisopropylethylamine (1.05 mL) were added thereto. The mixture was stirred at 80° C. for 8 hr with heating. The reaction mixture was added to saturated aqueous sodium hydrogencarbonate solution and the mixture was extracted with ethyl acetate. The extract was dried and the solvent was evaporated under reduced pressure. The residue was purified by silica gel chromatogra... Product: Cc1ccc(C(OC2CCN(CCCCCC(=O)O)CC2)c2ccccc2)cc1, Cl. RXN SMILES: [CH3:2][c:3]1[cH:4][cH:5][c:6]([CH:9]([O:10][CH:11]2[CH2:12][CH2:13][N:14]([CH2:17][CH2:18][CH2:19][CH2:20][CH2:21][C:22](=[O:23])[O:24][CH3:25])[CH2:15][CH2:16]2)[c:26]2[cH:27][cH:28][cH:29][cH:30][cH:31]2)[cH:7][cH:8]1.[CH3:32][OH:33].[ClH:1].[Na+:35].[OH-:34]>>[CH3:2][c:3]1[cH:4][cH:5][c:6]([CH:9]([O:10][CH:11]2[CH2:12][CH2:13][N:14]([CH2:17][CH2:18][CH2:19][CH2:20][CH2:21][C:22](=[O:23])[OH:24])[CH2:15][CH2:16]2)[c:26]2[cH:27][cH:28][cH:29][cH:30][cH:31]2)[cH:7][cH:8]1.[ClH:1]. The reactants are COC(=O)CCCCCN1CCC(OC(c2ccccc2)c2ccc(C)cc2)CC1, CO, Cl, [Na+], [OH-]. Starting materials: CC1(CC(=O)CC(N1)(C)C)C (triacetone amine), NCCNCCN (diethylene triamine), S(O)(O)(=O)=O (sulfuric acid). The reagents and catalysts are [Pd] (palladium on carbon). The solvent is CO (methanol). Product: CC1(NC(CC(C1)NCCNCCN)(C)C)C (1-(2,2,6,6-tetramethyl-4-piperidyl)-1,4,7-triazaheptane). Reaction SMILES: [CH3:1][C:2]1([CH3:11])[NH:8][C:7]([CH3:10])([CH3:9])[CH2:6][C:4](=O)[CH2:3]1.[NH2:12][CH2:13][CH2:14][NH:15][CH2:16][CH2:17][NH2:18].S(=O)(=O)(O)O>CO.[Pd]>[CH3:1][C:2]1([CH3:11])[CH2:3][CH:4]([NH:12][CH2:13][CH2:14][NH:15][CH2:16][CH2:17][NH2:18])[CH2:6][C:7]([CH3:10])([CH3:9])[NH:8]1. Procedure details: A mixture of 155 g of triacetone amine, 113 g of diethylene triamine, and 2.5 g of conc. sulfuric acid in 2.5 liters of methanol is hydrogenated in the presence of 7 g of 5% palladium on carbon in the manner described in Example 1. In addition to yielding 1,7-bis(2,2,6,6-tetramethyl-4-piperidyl)-1,4,7-triazaheptane, distillation of the hydrogenation mixture yields at 115°-118° C./0.09 mm Hg 1-(2,2,6,6-tetramethyl-4-piperidyl)-1,4,7-triazaheptane as main product. Starting materials: Cc1ccccc1, CCOC(C)=O, N#Cc1ccc(F)cc1F, [H-], [Na+], OCc1ccccc1. Yields the product N#Cc1ccc(F)cc1OCc1ccccc1. RXN SMILES: [CH3:21][c:22]1[cH:23][cH:24][cH:25][cH:26][cH:27]1.[CH3:28][CH2:29][O:30][C:31](=[O:32])[CH3:33].[F:11][c:12]1[c:13]([C:14]#[N:15])[cH:16][cH:17][c:18]([F:20])[cH:19]1.[H-:9].[Na+:10].[OH:1][CH2:2][c:3]1[cH:4][cH:5][cH:6][cH:7][cH:8]1>>[O:1]([CH2:2][c:3]1[cH:4][cH:5][cH:6][cH:7][cH:8]1)[c:12]1[c:13]([C:14]#[N:15])[cH:16][cH:17][c:18]([F:20])[cH:19]1. Starting materials: C(C1=CC=CC=C1)OC(=O)N[C@H](C(=O)NN1C(=C(C=C1)Br)C(=O)OC)C ((S)-methyl 1-(2-(benzyloxycarbonylamino)propanamido)-3-bromo-1H-pyrrole-2-carboxylate), FC(C1=CC=CC(=N1)N)(F)F (6-(trifluoromethyl)pyridin-2-amine), 44a. Yields the product BrC1=C(N(C=C1)NC([C@H](C)NC(OCC1=CC=CC=C1)=O)=O)C(NC1=NC(=CC=C1)C(F)(F)F)=O ((S)-Benzyl 1-(3-bromo-2-(6-(trifluoromethyl)pyridin-2-ylcarbamoyl)-1H-pyrrol-1-ylamino)-1-oxopropan-2-ylcarbamate). Isolated yield 50.7%. As a reaction SMILES: [CH2:1]([O:8][C:9]([NH:11][C@@H:12]([CH3:26])[C:13]([NH:15][N:16]1[CH:20]=[CH:19][C:18]([Br:21])=[C:17]1[C:22]([O:24]C)=O)=[O:14])=[O:10])[C:2]1[CH:7]=[CH:6][CH:5]=[CH:4][CH:3]=1.[F:27][C:28]([F:37])([F:36])[C:29]1[N:34]=[C:33]([NH2:35])[CH:32]=[CH:31][CH:30]=1>>[Br:21][C:18]1[CH:19]=[CH:20][N:16]([NH:15][C:13](=[O:14])[C@@H:12]([NH:11][C:9](=[O:10])[O:8][CH2:1][C:2]2[CH:3]=[CH:4][CH:5]=[CH:6][CH:7]=2)[CH3:26])[C:17]=1[C:22](=[O:24])[NH:35][C:33]1[CH:32]=[CH:31][CH:30]=[C:29]([C:28]([F:36])([F:27])[F:37])[N:34]=1. Procedure details: The title compound was prepared from (S)-methyl 1-(2-(benzyloxycarbonylamino)propanamido)-3-bromo-1H-pyrrole-2-carboxylate (2.00 g, 4.7 mmol) and 6-(trifluoromethyl)pyridin-2-amine (3.00 g, 18.5 mmol) following the experimental procedure described in Preparation 44a. 1.32 g (51% yield) of the desired compound were obtained. Conditions: time 5 minute. Starting materials: [Al+3].[Cl-].[Cl-].[Cl-] (AlCl3), COC(C(=O)Cl)=O (methylchloroglyoxylate), O (water), C1(=CC=CC2=CC=CC=C12)O (naphthalen-1-ol). The yield is 38.0%. The solvent is C(Cl)Cl (DCM). As a reaction SMILES: [Al+3].[Cl-].[Cl-].[Cl-].[CH3:5][O:6][C:7](=[O:11])[C:8](Cl)=[O:9].[C:12]1([OH:22])[C:21]2[C:16](=[CH:17][CH:18]=[CH:19][CH:20]=2)[CH:15]=[CH:14][CH:13]=1.O>C(Cl)Cl>[CH3:5][O:6][C:7](=[O:11])[C:8]([C:15]1[C:16]2[C:21](=[CH:20][CH:19]=[CH:18][CH:17]=2)[C:12]([OH:22])=[CH:13][CH:14]=1)=[O:9] |f:0.1.2.3|. Yields the product COC(C(=O)C1=CC=C(C2=CC=CC=C12)O)=O ((4-Hydroxy-naphthalen-1-yl)-oxo-acetic acid methyl ester). Reported procedure: To a suspension of AlCl3 (1.11 g, 8.3 mmol) in 50 mL DCM, methylchloroglyoxylate (1.02 g, 8.3 mmol) was added. The resulting solution was stirred for 5 min., after which naphthalen-1-ol (1 g, 6.9 mmol) was added. After stirring for 2 hrs at room temperature, water was added and the phases were separated, after which the organic layer was washed with water and dried over MgSO4. The residue obtained after evaporation of the organic solvent was purified by column chromatography (10-30% EtOAc/Hex), ... Starting materials: ClC=1C=C(C=CC1Cl)C1C(=C(N(C=2N1N=CC2)C(=O)OC(C)(C)C)C)C(NS(=O)(=O)C2=CC=C(C=C2)OC)=O (tert-butyl 7-(3,4-dichlorophenyl)-6-((4-methoxyphenylsulfonyl)carbamoyl)-5-methylpyrazolo[1,5-a]pyrimidine-4(7H)-carboxylate), IC (iodomethane), C(=O)([O-])[O-].[K+].[K+] (K2CO3). Solvent: CN(C)C=O (DMF). Reaction conditions: time 4 hour. The product is ClC=1C=C(C=CC1Cl)C1C(=C(N(C=2N1N=CC2)C(=O)OC(C)(C)C)C)C(N(C)S(=O)(=O)C2=CC=C(C=C2)OC)=O (tert-butyl 7-(3,4-dichlorophenyl)-6-((4-methoxyphenylsulfonyl)(methyl)carbamoyl)-5-methylpyrazolo[1,5-a]pyrimidine-4(7H)-carboxylate). Reaction SMILES: [Cl:1][C:2]1[CH:3]=[C:4]([CH:9]2[N:14]3[N:15]=[CH:16][CH:17]=[C:13]3[N:12]([C:18]([O:20][C:21]([CH3:24])([CH3:23])[CH3:22])=[O:19])[C:11]([CH3:25])=[C:10]2[C:26](=[O:39])[NH:27][S:28]([C:31]2[CH:36]=[CH:35][C:34]([O:37][CH3:38])=[CH:33][CH:32]=2)(=[O:30])=[O:29])[CH:5]=[CH:6][C:7]=1[Cl:8].IC.[C:42]([O-])([O-])=O.[K+].[K+]>CN(C=O)C>[Cl:1][C:2]1[CH:3]=[C:4]([CH:9]2[N:14]3[N:15]=[CH:16][CH:17]=[C:13]3[N:12]([C:18]([O:20][C:21]([CH3:24])([CH3:23])[CH3:22])=[O:19])[C:11]([CH3:25])=[C:10]2[C:26](=[O:39])[N:27]([S:28]([C:31]2[CH:36]=[CH:35][C:34]([O:37][CH3:38])=[CH:33][CH:32]=2)(=[O:29])=[O:30])[CH3:42])[CH:5]=[CH:6][C:7]=1[Cl:8] |f:2.3.4|. Reported procedure: To a mixture of the product obtained from Step B (59.3 mg, 0.1 mmol) and iodomethane (excess) in DMF was added solid K2CO3 (excess). The mixture was stirred at room temperature under N2 for 4 h. LC-MS indicated the completion of reaction. Most of the solvent was evaporated, and mixture was diluted with ethyl acetate, washed with water, brine and dried. After reverse phase HPLC (acetonitrile/water) purification, the desired tert-butyl 7-(3,4-dichlorophenyl)-6-((4-methoxyphenylsulfonyl)(methyl)car... The reactants are N1C=NC2=C1C=CC(=C2)N (1H-benzo[d]imidazol-5-amine), C(OC(C[N+]#[C-])(C)C)(OC)=O (1-isocyano-2-methylpropan-2-yl methyl carbonate), CC(C)([O-])C.[Na+] (sodium tert.-butoxide), FC1(CN(CC1)C1=CC=C(C=O)C=C1)F (4-(3,3-difluoropyrrolidin-1-yl)benzaldehyde), C(CC(=O)[O-])(=O)OC(C)(C)C (mono-tert-butyl malonate). The product is N1C=NC2=C1C=CC(=C2)N2C(CC(C2C2=CC=C(C=C2)N2CC(CC2)(F)F)=O)=O (1-(1H-Benzo[d]imidazol-5-yl)-5-(4-(3,3-difluoropyrrolidin-1-yl)phenyl)-pyrrolidine-2,4-dione). RXN SMILES: [NH:1]1[C:5]2[CH:6]=[CH:7][C:8]([NH2:10])=[CH:9][C:4]=2[N:3]=[CH:2]1.[F:11][C:12]1([F:25])[CH2:16][CH2:15][N:14]([C:17]2[CH:24]=[CH:23][C:20]([CH:21]=O)=[CH:19][CH:18]=2)[CH2:13]1.[C:26](OC(C)(C)C)(=[O:31])[CH2:27][C:28]([O-])=[O:29].C(=O)(OC)OC(C)(C)C[N+]#[C-].CC(C)([O-])C.[Na+]>>[NH:1]1[C:5]2[CH:6]=[CH:7][C:8]([N:10]3[CH:21]([C:20]4[CH:23]=[CH:24][C:17]([N:14]5[CH2:15][CH2:16][C:12]([F:25])([F:11])[CH2:13]5)=[CH:18][CH:19]=4)[C:28](=[O:29])[CH2:27][C:26]3=[O:31])=[CH:9][C:4]=2[N:3]=[CH:2]1 |f:4.5|. Procedure: The compound was synthesized starting from 1H-benzo[d]imidazol-5-amine (0.80 g, 6.01 mmol), 4-(3,3-difluoropyrrolidin-1-yl)benzaldehyde (1.39 g, 6.0 1 mmol), mono-tert-butyl malonate (0.96 g, 6.01 mmol), 1-isocyano-2-methylpropan-2-yl methyl carbonate (1.03 g, 6.61 mmol) and sodium tert.-butoxide (1.04 g, 9.33 mmol) according to method 5.